From a dataset of the Open Reaction Database (ORD), a public repository of structured organic reaction records. describe an organic reaction: reactants, conditions, products, and yield The reactants are [BH4-], CN(CCOc1ccc(C=O)cc1)c1ncccn1, CO, [Na+], O. Yields the product CN(CCOc1ccc(CO)cc1)c1ncccn1. As a reaction SMILES: [BH4-:20].[CH3:1][N:2]([CH2:3][CH2:4][O:5][c:6]1[cH:7][cH:8][c:9]([CH:10]=[O:11])[cH:12][cH:13]1)[c:14]1[n:15][cH:16][cH:17][cH:18][n:19]1.[CH3:23][OH:24].[Na+:21].[OH2:22]>>[CH3:1][N:2]([CH2:3][CH2:4][O:5][c:6]1[cH:7][cH:8][c:9]([CH2:10][OH:11])[cH:12][cH:13]1)[c:14]1[n:15][cH:16][cH:17][cH:18][n:19]1.